This data is from the Open Reaction Database (ORD), a public repository of structured organic reaction records. The task is: describe an organic reaction: reactants, conditions, products, and yield The reactants are BrC=1C=C2/C(/C(NC(C2=CC1)=O)=O)=C/NCC1=CC(=C(C=C1)OCCC)O ((4Z)-6-bromo-4-{[(3-hydroxy-4-propoxybenzyl)amino]methylene}isoquinoline-1,3(2H,4H)-dione), FC1=CC=C(C=C1)B(O)O (4-fluorophenylboronic acid), C([O-])([O-])=O.[Na+].[Na+] (sodium carbonate). The reagents and catalysts are [Pd].C1(=CC=CC=C1)P(C1=CC=CC=C1)C1=CC=CC=C1.C1(=CC=CC=C1)P(C1=CC=CC=C1)C1=CC=CC=C1.C1(=CC=CC=C1)P(C1=CC=CC=C1)C1=CC=CC=C1.C1(=CC=CC=C1)P(C1=CC=CC=C1)C1=CC=CC=C1 (tetrakis(triphenylphosphine)-palladium(0)). Solvent: CN(C)C=O (N,N′-dimethylformamide). Run at temperature 100 celsius, time 2 hour. Yields the product FC1=CC=C(C=C1)C=1C=C2/C(/C(NC(C2=CC1)=O)=O)=C/NCC1=CC(=C(C=C1)OCCC)O ((4Z)-6-(4-Fluorophenyl)-4-{[(3-hydroxy-4-propoxybenzyl)amino]methylene}-isoquinoline-1,3(2H,4H)-dione). The yield is 35.5%. Reaction SMILES: Br[C:2]1[CH:3]=[C:4]2[C:9](=[CH:10][CH:11]=1)[C:8](=[O:12])[NH:7][C:6](=[O:13])/[C:5]/2=[CH:14]\[NH:15][CH2:16][C:17]1[CH:22]=[CH:21][C:20]([O:23][CH2:24][CH2:25][CH3:26])=[C:19]([OH:27])[CH:18]=1.[F:28][C:29]1[CH:34]=[CH:33][C:32](B(O)O)=[CH:31][CH:30]=1.C(=O)([O-])[O-].[Na+].[Na+]>CN(C=O)C.[Pd].C1(P(C2C=CC=CC=2)C2C=CC=CC=2)C=CC=CC=1.C1(P(C2C=CC=CC=2)C2C=CC=CC=2)C=CC=CC=1.C1(P(C2C=CC=CC=2)C2C=CC=CC=2)C=CC=CC=1.C1(P(C2C=CC=CC=2)C2C=CC=CC=2)C=CC=CC=1>[F:28][C:29]1[CH:34]=[CH:33][C:32]([C:2]2[CH:3]=[C:4]3[C:9](=[CH:10][CH:11]=2)[C:8](=[O:12])[NH:7][C:6](=[O:13])/[C:5]/3=[CH:14]\[NH:15][CH2:16][C:17]2[CH:22]=[CH:21][C:20]([O:23][CH2:24][CH2:25][CH3:26])=[C:19]([OH:27])[CH:18]=2)=[CH:31][CH:30]=1 |f:2.3.4,6.7.8.9.10|. Procedure details: An amount of (4Z)-6-bromo-4-{[(3-hydroxy-4-propoxybenzyl)amino]methylene}isoquinoline-1,3(2H,4H)-dione (0.15 g, 0.35 mmol) in 2 mL of N,N′-dimethylformamide is added to 4-fluorophenylboronic acid (0.073 g, 0.52 mmol), 0.02 g (0.03 mmol) of tetrakis(triphenylphosphine)-palladium(0) and 0.4 mL of saturated sodium carbonate solution. The reaction mixture is stirred at 100° C. under N2 for 2 h. Mass spectroscopy suggested the completion of the reaction. Solids were removed by filtration, and solvent... Starting materials: [Mg+2].[Cl-].[Cl-] (MgCl2), MnCl2, C(CN(CC(=O)O)CC(=O)O)N(CC(=O)O)CC(=O)O (EDTA), [N-]=[N+]=[N-].[Na+] (NaN3), N1(C)C(=O)N(C)C=2N=CNC2C1=O (theophylline), SC(CO)CS (2, 3-dimercaptopropanol), CO[C@@H]1[C@H]([C@H]([C@@H]([C@H](O1)CO)O)O)O (α-methyl-D-mannopyranoside), Man-1-P. Solvent: C(C(CO)(CO)N)O (Tris). Run at time 72 hour. Yields the product O[C@@H]1[C@@H](O)[C@@H](O)[C@H](O)[C@H](O1)CO (Manα1,), Compound 3. RXN SMILES: [Mg+2].[Cl-].[Cl-].C(N(CC(O)=O)CC(O)=O)CN(CC(O)=O)CC(O)=O.[N-]=[N+]=[N-].[Na+].N1(C(=O)C2NC=NC=2N(C)C1=O)C.SC(CS)CO.C[O:48][C@H:49]1[O:54][C@H:53]([CH2:55][OH:56])[C@@H:52]([OH:57])[C@H:51]([OH:58])[C@@H:50]1[OH:59]>C(O)C(N)(CO)CO>[OH:48][C@H:49]1[O:54][C@H:53]([CH2:55][OH:56])[C@@H:52]([OH:57])[C@H:51]([OH:58])[C@@H:50]1[OH:59] |f:0.1.2,4.5|. Procedure: A reaction mixture (100 mL, 100 mM Tris, pH 7.5, 10 mM MgCl2, 10 mM MnCl2, 5 mM EDTA, 5 ThM NaN3, 1 mm ATPe 0.01 mM theophylline and 0.03 mM 2, 3-dimercaptopropanol) containing α-methyl-D-mannopyranoside (0.4 g, 20 M), Man-1-P (about 1.5 g, about 50 mM), PEP (1.0 g, 42.7 HM), GDP (30 mg, 1 mM), dried yeast cells (0.4 g), pyruvate kinase PK (300 U), recombinant α1,2-ManT (1.2 U) and inorganic pyrophosphatase (2 U) was slightly stirred at room temperature for 72 hours, then centrifuged. The supern... The reactants are Cl, Cl, O=N[O-], Nc1cccc(CCNC(=O)C(F)(F)F)c1, [Na+], O. Product: NNc1cccc(CCNC(=O)C(F)(F)F)c1. RXN SMILES: [ClH:1].[ClH:22].[N:18]([O-:19])=[O:20].[NH2:2][c:3]1[cH:4][c:5]([CH2:6][CH2:7][NH:8][C:9]([C:10]([F:11])([F:12])[F:13])=[O:14])[cH:15][cH:16][cH:17]1.[Na+:21].[OH2:23]>>[NH:2]([c:3]1[cH:4][c:5]([CH2:6][CH2:7][NH:8][C:9]([C:10]([F:11])([F:12])[F:13])=[O:14])[cH:15][cH:16][cH:17]1)[NH2:18]. Solvent: CN(C)C=O (DMF). Reaction conditions: time 30 minute. Reaction SMILES: [N+:1]([C:4]1[CH:5]=[C:6]([C:10]2[C:11]3[CH:18]=[CH:17][NH:16][C:12]=3[N:13]=[CH:14][N:15]=2)[CH:7]=[CH:8][CH:9]=1)([O-:3])=[O:2].C1C(=O)N([Br:26])C(=O)C1.O>CN(C=O)C>[Br:26][C:18]1[C:11]2[C:10]([C:6]3[CH:7]=[CH:8][CH:9]=[C:4]([N+:1]([O-:3])=[O:2])[CH:5]=3)=[N:15][CH:14]=[N:13][C:12]=2[NH:16][CH:17]=1. Procedure: To 4-(3-nitrophenyl)-7H-pyrrolo[2,3-d]pyrimidine (12 g, 50 mmol) in DMF (167 mL) was added NBS (10.2 g, 57.4 mmol) and the mixture stirred for 30 minutes. Water (833 mL) was added which led to the precipitation of the desired product. The reaction mixture was allowed to stir for 15 minutes before being filtered and washed with 500 mL of water to give 5-bromo-4-(3-nitrophenyl)-7H-pyrrolo[2,3-d]pyrimidine. LRMS (ESI) calc'd for C12H8BrN4O2[M+H]+: 319, found 319. The reactants are [N+](=O)([O-])C=1C=C(C=CC1)C=1C2=C(N=CN1)NC=C2 (4-(3-nitrophenyl)-7H-pyrrolo[2,3-d]pyrimidine), C1CC(=O)N(C1=O)Br (NBS), O (Water). Product: BrC1=CNC=2N=CN=C(C21)C2=CC(=CC=C2)[N+](=O)[O-] (5-bromo-4-(3-nitrophenyl)-7H-pyrrolo[2,3-d]pyrimidine). The reactants are O[C@H](C)[C@@H]1[C@@H]2N([C@H](C([C@@H]2C)=O)C(=O)OCC2=CC=C(C=C2)[N+](=O)[O-])C1=O (4-nitrobenzyl (1R,3R,5R,6S)-6-((1R)-1-hydroxyethyl)-1-methyl-2-oxo-1-carbapenam-3-carboxylate), CC=1N=CSC1C(=O)C=1N=CN2C1SC(=C2)[Sn](CCCC)(CCCC)CCCC (7-(4-methylthiazol-5-yl)carbonyl-2-(tri-n-butylstannyl)imidazo[5,1-b]thiazole). Yields the product O[C@H](C)[C@@H]1[C@@H]2N(C(=C([C@@H]2C)C2=CN3C(S2)=C(N=C3)C(=O)C3=C(N=CS3)C)C(=O)OCC3=CC=C(C=C3)[N+](=O)[O-])C1=O (4-Nitrobenzyl (1S,5R,6S)-6-((1R)-1-hydroxyethyl)-1-methyl-2-[7-(4-methylthiazol-5-yl)carbonylimidazo[5,1-b]thiazol-2-yl]-1-carbapen-2-em-3-carboxylate). Yield: 50.6%. RXN SMILES: [OH:1][C@@H:2]([C@H:4]1[C:25](=[O:26])[N:6]2[C@@H:7]([C:12]([O:14][CH2:15][C:16]3[CH:21]=[CH:20][C:19]([N+:22]([O-:24])=[O:23])=[CH:18][CH:17]=3)=[O:13])[C:8](=O)[C@H:9]([CH3:10])[C@H:5]12)[CH3:3].[CH3:27][C:28]1[N:29]=[CH:30][S:31][C:32]=1[C:33]([C:35]1[N:36]=[CH:37][N:38]2[CH:42]=[C:41]([Sn](CCCC)(CCCC)CCCC)[S:40][C:39]=12)=[O:34]>>[OH:1][C@@H:2]([C@H:4]1[C:25](=[O:26])[N:6]2[C:7]([C:12]([O:14][CH2:15][C:16]3[CH:17]=[CH:18][C:19]([N+:22]([O-:24])=[O:23])=[CH:20][CH:21]=3)=[O:13])=[C:8]([C:41]3[S:40][C:39]4=[C:35]([C:33]([C:32]5[S:31][CH:30]=[N:29][C:28]=5[CH3:27])=[O:34])[N:36]=[CH:37][N:38]4[CH:42]=3)[C@H:9]([CH3:10])[C@H:5]12)[CH3:3]. Procedure details: 4-Nitrobenzyl (1S,5R,6S)-6-((1R)-1-hydroxyethyl)-1-methyl-2-[7-(4-methylthiazol-5-yl)carbonylimidazo[5,1-b]thiazol-2-yl]-1-carbapen-2-em-3-carboxylate (92 mg) was prepared in the same manner as in step a) of Example 1, except that 112 mg of 4-nitrobenzyl (1R,3R,5R,6S)-6-((1R)-1-hydroxyethyl)-1-methyl-2-oxo-1-carbapenam-3-carboxylate and 165 mg of 7-(4-methylthiazol-5-yl)carbonyl-2-(tri-n-butylstannyl)imidazo[5,1-b]thiazole were used as the starting compounds. The reactants are [N+](=O)([O-])C=1C=C(C=C(C(=O)Cl)C1)C(=O)Cl (5-nitroisophthaloyl chloride), NC=1C=C(C=CC1C(=O)NC1=CC=C(C=2C=C(C=C(C12)S(=O)(=O)O)S(=O)(=O)O)S(=O)(=O)O)C (8-(3-amino-p-toluamido)-1,3,5-naphthalenetrisulfonic acid), C1=CC(=CC=C1N=NC2C(=NN(C2=O)C3=CC=C(C=C3)S(=O)(=O)[O-])C(=O)[O-])S(=O)(=O)[O-].[Na+].[Na+].[Na+] (trisodium salt), O.O.O.C(C)(=O)[O-].[Na+] (sodium acetate trihydrate). The solvent is CCOCC (ether), CCOCC (ether), O (water). Conditions: time 30 minute. The product is CC1=C(NC(C=2C=C(C(=O)O)C=C(C2)[N+](=O)[O-])=O)C=C(C=C1)C(NC1=CC=C(C2=CC(=CC(=C12)S(=O)(=O)O)S(=O)(=O)O)S(=O)(=O)O)=O (2'-methyl-5-nitro-5'-(4,6,8-trisulfo-1-naphthylcarbamoyl)isophthalanilic acid). As a reaction SMILES: [N+:1]([C:4]1[CH:5]=[C:6]([C:13](Cl)=[O:14])[CH:7]=C([CH:12]=1)C(Cl)=O)([O-:3])=[O:2].N[C:17]1[CH:18]=[C:19]([CH3:48])[CH:20]=[CH:21][C:22]=1[C:23]([NH:25][C:26]1[C:35]2[C:34]([S:36]([OH:39])(=[O:38])=[O:37])=[CH:33][C:32]([S:40]([OH:43])(=[O:42])=[O:41])=[CH:31][C:30]=2[C:29]([S:44]([OH:47])(=[O:46])=[O:45])=[CH:28][CH:27]=1)=[O:24].C1C([N:55]=NC2C(=O)N(C3C=CC(S([O-])(=O)=O)=CC=3)N=C2C([O-])=O)=CC=C(S([O-])(=O)=O)C=1.[Na+].[Na+].[Na+].O.O.O.[C:86]([O-:89])(=[O:88])[CH3:87].[Na+]>CCOCC.O>[CH3:48][C:19]1[CH:18]=[CH:17][C:22]([C:23](=[O:24])[NH:25][C:26]2[C:35]3[C:30](=[CH:31][C:32]([S:40]([OH:43])(=[O:42])=[O:41])=[CH:33][C:34]=3[S:36]([OH:39])(=[O:37])=[O:38])[C:29]([S:44]([OH:47])(=[O:45])=[O:46])=[CH:28][CH:27]=2)=[CH:21][C:20]=1[NH:55][C:13](=[O:14])[C:6]1[CH:7]=[C:87]([CH:12]=[C:4]([N+:1]([O-:3])=[O:2])[CH:5]=1)[C:86]([OH:89])=[O:88] |f:2.3.4.5,6.7.8.9.10|. Procedure: A solution of 2.78 g of 5-nitroisophthaloyl chloride in 50 ml of ether is added to a stirred mixture of 6.5 g of 8-(3-amino-p-toluamido)-1,3,5-naphthalenetrisulfonic acid, trisodium salt, 3.2 g of sodium acetate trihydrate, 50 ml of water and 40 ml of ether over a 40 minute period. The mixture is stirred for an additional 30 minutes, then is evaporated. The residue is dissolved in 20 ml of hot water, then is placed in an icebox overnight. The precipitate is collected, washed with ice-water, 80% ... The reactants are C1(=CC=CC=C1)C[Mg]Cl (phenylmethyl magnesium chloride), COC=1C(=C2C=3C(CN=CC3C1)C1=C(CC2)C=CC=C1)OC (5,6-dimethoxy-1,7,8,12b-tetrahydrobenzo[6,7]cyclohepta[1,2,3-de]isoquinoline), organohalide, (3,12b-trans)-5,6-dimethoxy-2-methyl-3-(phenylmethyl)-1,2,3,7,8,12b-hexahydrobenzo[6,7]cyclohepta[1,2,3-de]isoquinoline, formula II, CI (methyl iodide), Grignard reagent. Product: [I-].COC=1C(=C2C=3C(C[N+](=CC3C1)C)C1=C(CC2)C=CC=C1)OC (5,6-dimethoxy-2-methyl-1,7,8,12b-tetrahydrobenzo[6,7]cyclohepta[1,2,3-de]isoquinolinium iodide). RXN SMILES: [CH3:1][O:2][C:3]1[C:4]([O:21][CH3:22])=[C:5]2[CH2:16][CH2:15][C:14]3[CH:17]=[CH:18][CH:19]=[CH:20][C:13]=3[CH:7]3[CH2:8][N:9]=[CH:10][C:11]([CH:12]=1)=[C:6]23.C[I:24].[C:25]1(C[Mg]Cl)C=CC=CC=1>>[I-:24].[CH3:1][O:2][C:3]1[C:4]([O:21][CH3:22])=[C:5]2[CH2:16][CH2:15][C:14]3[CH:17]=[CH:18][CH:19]=[CH:20][C:13]=3[CH:7]3[CH2:8][N+:9]([CH3:25])=[CH:10][C:11]([CH:12]=1)=[C:6]23 |f:3.4|. Procedure details: By following serially the procedure of step (a) of example 5 and the procedure of example 6 and selecting 5,6-dimethoxy-1,7,8,12b-tetrahydrobenzo[6,7]cyclohepta[1,2,3-de]isoquinoline as the starting material of formula II, methyl iodide as the organohalide and phenylmethyl magnesium chloride as the Grignard reagent, (3,12b-trans)-5,6-dimethoxy-2-methyl-3-(phenylmethyl)-1,2,3,7,8,12b-hexahydrobenzo[6,7]cyclohepta[1,2,3-de]isoquinoline, mp 154°-156° C., NMR (CDCl3) δ2.4 (s, 3H), 3.77 & 3.85 (2s, 6...